Dataset: the Open Reaction Database (ORD), a public repository of structured organic reaction records. Task: describe an organic reaction: reactants, conditions, products, and yield The reactants are C=CCCCCCC, Cc1ccccc1, O=[PH](OC1CCCCC1)c1ccccc1. Product: CCCCCCC=CP(=O)(OC1CCCCC1)c1ccccc1. Reaction SMILES: [CH2:16]=[CH:17][CH2:18][CH2:19][CH2:20][CH2:21][CH2:22][CH3:23].[CH3:24][c:25]1[cH:26][cH:27][cH:28][cH:29][cH:30]1.[c:1]1([PH:7]([O:8][CH:9]2[CH2:10][CH2:11][CH2:12][CH2:13][CH2:14]2)=[O:15])[cH:2][cH:3][cH:4][cH:5][cH:6]1>>[c:1]1([P:7]([O:8][CH:9]2[CH2:10][CH2:11][CH2:12][CH2:13][CH2:14]2)(=[O:15])[CH:16]=[CH:17][CH2:18][CH2:19][CH2:20][CH2:21][CH2:22][CH3:23])[cH:2][cH:3][cH:4][cH:5][cH:6]1. RXN SMILES: [Br:34][CH2:35][CH2:36][CH2:37][CH2:38][N:39]1[C:40](=[O:49])[c:41]2[c:42]([cH:45][cH:46][cH:47][cH:48]2)[C:43]1=[O:44].[C:50](=[O:51])([O-:52])[O-:53].[CH3:56][N:57]([CH3:58])[CH:59]=[O:60].[CH3:61][CH2:62][O:63][C:64](=[O:65])[CH3:66].[K+:54].[K+:55].[NH2:1][c:2]1[c:3]([C:11](=[O:12])[NH:13][c:14]2[c:15]([O:32][CH3:33])[cH:16][c:17]([C:18](=[O:19])[N:20]([CH3:21])[c:22]3[c:23]([OH:29])[cH:24][c:25]([CH3:28])[cH:26][cH:27]3)[cH:30][cH:31]2)[cH:4][cH:5][cH:6][c:7]1[N+:8](=[O:9])[O-:10]>>[NH2:1][c:2]1[c:3]([C:11](=[O:12])[NH:13][c:14]2[c:15]([O:32][CH3:33])[cH:16][c:17]([C:18](=[O:19])[N:20]([CH3:21])[c:22]3[c:23]([O:29][CH2:35][CH2:36][CH2:37][CH2:38][N:39]4[C:40](=[O:49])[c:41]5[c:42]([cH:45][cH:46][cH:47][cH:48]5)[C:43]4=[O:44])[cH:24][c:25]([CH3:28])[cH:26][cH:27]3)[cH:30][cH:31]2)[cH:4][cH:5][cH:6][c:7]1[N+:8](=[O:9])[O-:10]. Starting materials: O=C1c2ccccc2C(=O)N1CCCCBr, O=C([O-])[O-], CN(C)C=O, CCOC(C)=O, [K+], [K+], COc1cc(C(=O)N(C)c2ccc(C)cc2O)ccc1NC(=O)c1cccc([N+](=O)[O-])c1N. Product: COc1cc(C(=O)N(C)c2ccc(C)cc2OCCCCN2C(=O)c3ccccc3C2=O)ccc1NC(=O)c1cccc([N+](=O)[O-])c1N.